Dataset: the Open Reaction Database (ORD), a public repository of structured organic reaction records. Task: describe an organic reaction: reactants, conditions, products, and yield Reactants: C(C)(=O)NC(C(=O)O)(C(C)C)C (2-Acetamido-2,3-dimethylbutyric acid), C1(CCCCC1)N=C=NC1CCCCC1 (dicyclohexylcarbodiimide). Run in C1CCOC1 (THF). Reaction conditions: temperature 25 celsius, time 16 hour. Product: CC=1OC(C(N1)(C(C)C)C)=O (2,4-dimethyl-4-isopropyl-2-oxazolin-5-one). Reaction SMILES: [C:1]([NH:4][C:5]([CH3:12])([CH:9]([CH3:11])[CH3:10])[C:6]([OH:8])=[O:7])(=O)[CH3:2].C1(N=C=NC2CCCCC2)CCCCC1>C1COCC1>[CH3:2][C:1]1[O:7][C:6](=[O:8])[C:5]([CH3:12])([CH:9]([CH3:11])[CH3:10])[N:4]=1. Reported procedure: 2-Acetamido-2,3-dimethylbutyric acid (16 g) is dissolved in THF (200 mL) and dicyclohexylcarbodiimide (DCC, 21.0 g) is added. The mixture is allowed to stir for 16 hours at 25° C. At the end of this time the mixture is filtered and evaporated to dryness. The residue is dissolved in CH2Cl2 (10 mL) and filtered again. Evaporation of the filtrate gives the crude product which is purified by distillation at 0.65 mmHg, having bp 50° C. Reactants: ClC1=CC(=NC=N1)C(=O)NC1=C(C=C(C=C1)S(=O)(=O)Cl)C (4-(6-chloropyrimidine-4-carboxamido)-3-methylbenzene-1-sulfonyl chloride), ClC1=CC(=NC=N1)C(=O)NC1=C(C=C(C=C1)S(=O)(=O)Cl)C (4-(6-chloropyrimidine-4-carboxamido)-3-methylbenzene-1-sulfonyl chloride), CN (methylamine), C(C)(C)NC(C)C (diisopropylamine). Solvent: C1CCOC1 (THF). Conditions: time 18 hour. Product: ClC1=CC(=NC=N1)C(=O)NC1=C(C=C(C=C1)S(NC)(=O)=O)C (6-chloro-N-(2-methyl-4-(N-methylsulfamoyl)phenyl)pyrimidine-4-carboxamide). RXN SMILES: [Cl:1][C:2]1[N:7]=[CH:6][N:5]=[C:4]([C:8]([NH:10][C:11]2[CH:16]=[CH:15][C:14]([S:17](Cl)(=[O:19])=[O:18])=[CH:13][C:12]=2[CH3:21])=[O:9])[CH:3]=1.CN.[CH:24]([NH:27]C(C)C)(C)C>C1COCC1>[Cl:1][C:2]1[N:7]=[CH:6][N:5]=[C:4]([C:8]([NH:10][C:11]2[CH:16]=[CH:15][C:14]([S:17](=[O:19])(=[O:18])[NH:27][CH3:24])=[CH:13][C:12]=2[CH3:21])=[O:9])[CH:3]=1. Procedure details: A solution of 4-(6-chloropyrimidine-4-carboxamido)-3-methylbenzene-1-sulfonyl chloride (Intermediate 30, 400 mg; 1.15 mmol) in THF (20 ml) was treated with methylamine (0.7 ml, 2M in THF; 1.4 mmol) and diisopropylamine (0.4 ml; 2.9 mmol). After stirring at RT for 18 hours the solvent was removed in vacuo and the residue redissolved in DCM and washed with water. The organic extracts were passed through a hydrophobic frit and the solvent removed in vacuo. The residue was purified by column chromat... Procedure: 4-(5-Chlorothiazolo[4,5-d]pyrimidin-7-yl)morpholine 16 was slurried in tetrahydrofuran and cooled to −78° C. under nitrogen. Two equivalents of 2M lithium diisopropylamide in heptane/tetrahydrofuran/ethylbenzene were added slowly and the solution was stirred for 30 minutes. Acetone (6 eq) was added and the solution was stirred at −78° C. for an additional one hour. Ice was added and the solution was warmed to room temperature before extraction with methylene chloride. The organic layer was dried... Solvent: CCCCCCC.O1CCCC1.C(C)C1=CC=CC=C1 (heptane tetrahydrofuran ethylbenzene), O1CCCC1 (tetrahydrofuran). As a reaction SMILES: [Cl:1][C:2]1[N:3]=[C:4]([N:11]2[CH2:16][CH2:15][O:14][CH2:13][CH2:12]2)[C:5]2[S:10][CH:9]=[N:8][C:6]=2[N:7]=1.C([N-]C(C)C)(C)C.[Li+].[CH3:25][C:26]([CH3:28])=[O:27].C(Cl)Cl>O1CCCC1.CCCCCCC.O1CCCC1.C(C1C=CC=CC=1)C>[Cl:1][C:2]1[N:3]=[C:4]([N:11]2[CH2:12][CH2:13][O:14][CH2:15][CH2:16]2)[C:5]2[S:10][C:9]([C:26]([OH:27])([CH3:28])[CH3:25])=[N:8][C:6]=2[N:7]=1 |f:1.2,6.7.8|. Reactants: C(C)(C)[N-]C(C)C.[Li+] (lithium diisopropylamide), ClC=1N=C(C2=C(N1)N=CS2)N2CCOCC2 (4-(5-chlorothiazolo[4,5-d]pyrimidin-7-yl)morpholine), C(Cl)Cl (methylene chloride), CC(=O)C (Acetone). The product is ClC=1N=C(C2=C(N1)N=C(S2)C(C)(C)O)N2CCOCC2 (2-(5-chloro-7-morpholinothiazolo[4,5-d]pyrimidin-2-yl)propan-2-ol). Run at temperature -78 celsius, time 30 minute. Reactants: C(=O)C1=CC=C(S1)C=1SC(=C(N1)C)NC(C)=O (N-[2-(5-Formyl-thiophen-2-yl)-4-methyl-thiazol-5-yl]-acetamide), C(=O)C1=CC=C(S1)C1=C(N=C(S1)NC(C)=O)C (N-[5-(5-formyl-2-thienyl)-4-methyl-1,3-thiazol-2-yl]acetamide), Cl.NO (Hydroxylamine hydrochloride), N1=CC=CC=C1 (pyridine). Run in C1CCOC1.C(C)O (THF Ethanol), mixture. Conditions: temperature 70 celsius. Product: ON=CC1=CC=C(S1)C1=C(N=C(S1)NC(C)=O)C (N-(5-{5-[(hydroxyimino)methyl]-2-thienyl}-4-methyl-1,3-thiazol-2-yl)acetamide). Reaction SMILES: C(C1SC(C2SC(NC(=O)C)=C(C)N=2)=CC=1)=O.[CH:18]([C:20]1[S:24][C:23]([C:25]2[S:29][C:28]([NH:30][C:31](=[O:33])[CH3:32])=[N:27][C:26]=2[CH3:34])=[CH:22][CH:21]=1)=O.Cl.[NH2:36][OH:37].N1C=CC=CC=1>C1COCC1.C(O)C>[OH:37][N:36]=[CH:18][C:20]1[S:24][C:23]([C:25]2[S:29][C:28]([NH:30][C:31](=[O:33])[CH3:32])=[N:27][C:26]=2[CH3:34])=[CH:22][CH:21]=1 |f:2.3,5.6|. Procedure details: N-[2-(5-Formyl-thiophen-2-yl)-4-methyl-thiazol-5-yl]-acetamide, Compound (1) (104 mg; 0.39 mmol; 1 eq.), is dissolved in a THF/Ethanol 1:1 mixture (10 ml) at room temperature. Hydroxylamine hydrochloride (275 mg; 3.9 mmol; 10 eq.) and pyridine (310 μl; 3.9 mmol; 10.0 eq.) are added and reaction mixture is heated at 70° C. for 30 minutes. Reaction mixture is cooled down to room temperature and solvents are evaporated. The crude material is dissolved in dichloromethane and filtrated through a smal...